Dataset: the Open Reaction Database (ORD), a public repository of structured organic reaction records. Task: describe an organic reaction: reactants, conditions, products, and yield Reactants: C1CC[C@H]2N(C=3C=CC=CC3C[C@H]21)CC#N (Cis(1,2,3,3a,9,9a-Hexahydro-cyclopenta[b]quinolin-4-yl)-acetonitrile), [H][H] (hydrogen), C(C)O (ethanol). Reagents/catalysts: [Rh] (Rh on Alumina). The product is [OH-].[NH4+] (ammonium hydroxide), C1CC[C@H]2N(C=3C=CC=CC3C[C@@H]21)CCN (trans 2-(1,2,3,3a,9,9a-Hexahydro-cyclopenta[b]quinolin-4-yl)-ethylamine). As a reaction SMILES: [CH2:1]1[C@H:13]2[C@H:4]([N:5]([CH2:14][C:15]#[N:16])[C:6]3[CH:7]=[CH:8][CH:9]=[CH:10][C:11]=3[CH2:12]2)[CH2:3][CH2:2]1.[H][H].C([OH:21])C>[Rh]>[OH-:21].[NH4+:5].[CH2:1]1[C@@H:13]2[C@H:4]([N:5]([CH2:14][CH2:15][NH2:16])[C:6]3[CH:7]=[CH:8][CH:9]=[CH:10][C:11]=3[CH2:12]2)[CH2:3][CH2:2]1 |f:4.5|. Reported procedure: Catalytic hydrogenation of Cis(1,2,3,3a,9,9a-Hexahydro-cyclopenta[b]quinolin-4-yl)-acetonitrile (0.23 g, 1.08 mmol) in the presence of 5% Rh on Alumina and hydrogen (45 psi) in a 1:1 mixture of ethanol : ammonium hydroxide (40 ml) afforded the title compound. The reaction mixture was filtered through celite concentrated in vacuo and purified by flash chromatography (10% 2N NH3 in ethanol/dichloromethane) and converted to the HCl salt to give a white solid. The same step 4 procedure was used to p...